Dataset: the Open Reaction Database (ORD), a public repository of structured organic reaction records. Task: describe an organic reaction: reactants, conditions, products, and yield The reactants are FC1=CC=C(C=C1)C1(CCCC1)C(=O)O (1-(4-fluorophenyl)cyclopentanecarboxylic acid), CN[C@@H]1CCC=2N(C3=CC=CC=C3C2CC(=O)OCCC)C1 (propyl [(7R)-7-(methylamino)-6,7,8,9-tetrahydropyrido[1,2-a]indol-10-yl]acetate). Yields the product FC1=CC=C(C=C1)C1(CCCC1)C(=O)N([C@@H]1CCC=2N(C3=CC=CC=C3C2CC(=O)O)C1)C ({(7R)-7-[{[1-(4-fluorophenyl)cyclopentyl]carbonyl}(methyl)amino]-6,7,8,9-tetrahydropyrido[1,2-a]indol-10-yl}acetic acid). RXN SMILES: [F:1][C:2]1[CH:7]=[CH:6][C:5]([C:8]2([C:13]([OH:15])=O)[CH2:12][CH2:11][CH2:10][CH2:9]2)=[CH:4][CH:3]=1.[CH3:16][NH:17][C@H:18]1[CH2:37][N:22]2[C:23]3[C:28]([C:29]([CH2:30][C:31]([O:33]CCC)=[O:32])=[C:21]2[CH2:20][CH2:19]1)=[CH:27][CH:26]=[CH:25][CH:24]=3>>[F:1][C:2]1[CH:3]=[CH:4][C:5]([C:8]2([C:13]([N:17]([CH3:16])[C@H:18]3[CH2:37][N:22]4[C:23]5[C:28]([C:29]([CH2:30][C:31]([OH:33])=[O:32])=[C:21]4[CH2:20][CH2:19]3)=[CH:27][CH:26]=[CH:25][CH:24]=5)=[O:15])[CH2:9][CH2:10][CH2:11][CH2:12]2)=[CH:6][CH:7]=1. Procedure details: The title compound was prepared using analogous procedures described in Example 1 (Method A) from 1-(4-fluorophenyl)cyclopentanecarboxylic acid and propyl [(7R)-7-(methylamino)-6,7,8,9-tetrahydropyrido[1,2-a]indol-10-yl]acetate. MS (+ESI) m/z: 449. Starting materials: COC(=O)C=1C(SC2=CC=C(C=C2C1O)Br)=O (6-bromo-4-hydroxy-2-oxo-2H-thiochromene-3-carboxylic acid methyl ester), ClC1=C(C=CC=C1)B(O)O (2-chloro-phenylboronic acid). Yields the product COC(=O)C=1C(SC2=CC=C(C=C2C1O)C1=C(C=CC=C1)Cl)=O (6-(2-Chloro-phenyl)-4-hydroxy-2-oxo-2H-thiochromene-3-carboxylic acid methyl ester). As a reaction SMILES: [CH3:1][O:2][C:3]([C:5]1[C:6](=[O:17])[S:7][C:8]2[C:13]([C:14]=1[OH:15])=[CH:12][C:11](Br)=[CH:10][CH:9]=2)=[O:4].[Cl:18][C:19]1[CH:24]=[CH:23][CH:22]=[CH:21][C:20]=1B(O)O>>[CH3:1][O:2][C:3]([C:5]1[C:6](=[O:17])[S:7][C:8]2[C:13]([C:14]=1[OH:15])=[CH:12][C:11]([C:20]1[CH:21]=[CH:22][CH:23]=[CH:24][C:19]=1[Cl:18])=[CH:10][CH:9]=2)=[O:4]. Procedure: 6-(2-Chloro-phenyl)-4-hydroxy-2-oxo-2H-thiochromene-3-carboxylic acid methyl ester was prepared from 6-bromo-4-hydroxy-2-oxo-2H-thiochromene-3-carboxylic acid methyl ester under conditions analogous to Example 7(a) using 2-chloro-phenylboronic acid. 1H NMR (200 MHz, CDCl3): δ (ppm)=8.412 (s, 1H), 7.697 (d, 1H), 7.490-7.305 (m, 5H), 4.018 (s, 3H). Reagents/catalysts: C=1C=CC(=CC1)/C=C/C(=O)/C=C/C2=CC=CC=C2.C=1C=CC(=CC1)/C=C/C(=O)/C=C/C2=CC=CC=C2.C=1C=CC(=CC1)/C=C/C(=O)/C=C/C2=CC=CC=C2.[Pd].[Pd] (Pd2(dba)3), [Cl-].[Li+] (lithium chloride). Isolated yield 85.5%. Reaction conditions: temperature 60 celsius, time 45 minute. Solvent: CN(C)C=O (DMF), CN(C)C=O (DMF). Procedure details: In a flask was added 0.30 g (0.59 mmole) of the product obtained in Example 17 step b), 0.012 g (1.5 mmole) of lithium hydride and 5 ml of dry DMF. The mixture was stirred under nitrogen at 60° C. for 45 min. The solution was degassed, and a solution of 0.16 g (0.59 mmole) of (1S,4R)-1-Acetoxy-4-(tert-butyldimethylsilanyloxy)-2-cyclohexene, 0.030 g (0.033 mmole) of Pd2(dba)3, 0.046 g (0.17 mmole) of triphenylphosphine, 2 mg of lithium chloride in 5 ml of DMF was added rapidly. The resulting solu... Reactants: C(#N)C=1N(C(N(C1C1=CNC2=CC=CC=C12)C1=CN(C2=CC=CC=C12)C)=O)CC1=C(C=C(C=C1)OC)OC (4-Cyano-3-(2,4-dimethoxybenzyl)-5-(3-indolyl)-1-(1-methyl-3-indolyl)-2,3-dihydroimidazol-2-one), [H-].[Li+] (lithium hydride), C(C)(=O)O[C@@H]1C=C[C@@H](CC1)O[Si](C)(C)C(C)(C)C ((1S,4R)-1-Acetoxy-4-(tert-butyldimethylsilanyloxy)-2-cyclohexene), C1(=CC=CC=C1)P(C1=CC=CC=C1)C1=CC=CC=C1 (triphenylphosphine). As a reaction SMILES: [C:1]([C:3]1[N:4]([CH2:28][C:29]2[CH:34]=[CH:33][C:32]([O:35][CH3:36])=[CH:31][C:30]=2[O:37][CH3:38])[C:5](=[O:27])[N:6]([C:17]2[C:25]3[C:20](=[CH:21][CH:22]=[CH:23][CH:24]=3)[N:19]([CH3:26])[CH:18]=2)[C:7]=1[C:8]1[C:16]2[C:11](=[CH:12][CH:13]=[CH:14][CH:15]=2)[NH:10][CH:9]=1)#[N:2].[H-].[Li+].C(O[C@H:45]1[CH2:50][CH2:49][C@@H:48]([O:51][Si:52]([C:55]([CH3:58])([CH3:57])[CH3:56])([CH3:54])[CH3:53])[CH:47]=[CH:46]1)(=O)C.C1(P(C2C=CC=CC=2)C2C=CC=CC=2)C=CC=CC=1>CN(C=O)C.C1C=CC(/C=C/C(/C=C/C2C=CC=CC=2)=O)=CC=1.C1C=CC(/C=C/C(/C=C/C2C=CC=CC=2)=O)=CC=1.C1C=CC(/C=C/C(/C=C/C2C=CC=CC=2)=O)=CC=1.[Pd].[Pd].[Cl-].[Li+]>[Si:52]([O:51][C@@H:48]1[CH2:49][CH2:50][C@H:45]([N:10]2[C:11]3[C:16](=[CH:15][CH:14]=[CH:13][CH:12]=3)[C:8]([C:7]3[N:6]([C:17]4[C:25]5[C:20](=[CH:21][CH:22]=[CH:23][CH:24]=5)[N:19]([CH3:26])[CH:18]=4)[C:5](=[O:27])[N:4]([CH2:28][C:29]4[CH:34]=[CH:33][C:32]([O:35][CH3:36])=[CH:31][C:30]=4[O:37][CH3:38])[C:3]=3[C:1]#[N:2])=[CH:9]2)[CH:46]=[CH:47]1)([C:55]([CH3:58])([CH3:57])[CH3:56])([CH3:54])[CH3:53] |f:1.2,6.7.8.9.10,11.12|. The product is [Si](C)(C)(C(C)(C)C)O[C@H]1C=C[C@H](CC1)N1C=C(C2=CC=CC=C12)C1=C(N(C(N1C1=CN(C2=CC=CC=C12)C)=O)CC1=C(C=C(C=C1)OC)OC)C#N (5-{1-[(1S,4R)-4-(tert-Butyldimethylsilanyloxy)-2-cyclohexenyl]-3-indolyl}-4-cyano-3-(2,4-dimethoxybenzyl)-1-(1-methyl-3-indolyl)-2,3-dihydroimidazol-2-one). The reactants are ClC=1C=NC=C(C1CC1=NN=C(C2=CC(=CC=C12)OC)C1=CC=CC=C1)Cl (1-(3,5-Dichloro-pyridin-4-ylmethyl)-4-phenyl-6-methoxy-phthalazine). The reagents and catalysts are O.[Pt]=O (platinum oxide hydrate). The solvent is C1CCOC1 (THF). Reaction conditions: temperature 50 celsius, time 24 hour. Product: ClC=1C=NC=C(C1CC1=NNC(C2=CC(=CC=C12)OC)C1=CC=CC=C1)Cl (4-(3,5-Dichloro-pyridin-4-ylmethyl)-7-methoxy-1-phenyl-1,2-dihydro-phthalazine). The yield is 31.9%. As a reaction SMILES: [Cl:1][C:2]1[CH:3]=[N:4][CH:5]=[C:6]([Cl:27])[C:7]=1[CH2:8][C:9]1[C:18]2[C:13](=[CH:14][C:15]([O:19][CH3:20])=[CH:16][CH:17]=2)[C:12]([C:21]2[CH:26]=[CH:25][CH:24]=[CH:23][CH:22]=2)=[N:11][N:10]=1>C1COCC1.O.[Pt]=O>[Cl:1][C:2]1[CH:3]=[N:4][CH:5]=[C:6]([Cl:27])[C:7]=1[CH2:8][C:9]1[C:18]2[C:13](=[CH:14][C:15]([O:19][CH3:20])=[CH:16][CH:17]=2)[CH:12]([C:21]2[CH:22]=[CH:23][CH:24]=[CH:25][CH:26]=2)[NH:11][N:10]=1 |f:2.3|. Reported procedure: 1-(3,5-Dichloro-pyridin-4-ylmethyl)-4-phenyl-6-methoxy-phthalazine (0.5 g, 1.26 mmoles), prepared as described in example 47, in THF (40 ml) was added with platinum oxide hydrate (catalytic amount), then hydrogenated in a Parr at 4 atmospheres under stirring for 4 days and at 50° C. for 24 hours. The catalyst was filtered off and the mixture dried to give a solid which flash chromatographed (eluent: petrolatum/ethyl acetate 8:2) giving 0.16 g of the title compound (yield: 32%). m.p.: 175.3-177.3... The reactants are [OH-].[Na+] (sodium hydroxide), C(COCCO)O (diethylene glycol), C(#N)C1=CC=CC2=C1CC(C1=C(S2)C(=CC=C1)F)=NN (9-cyano-4-fluoro-10,11-dihydrodibenzo[b,f]thiepin-11-one hydrazone), C(COCCO)O (diethylene glycol), O (water). Conditions: time 2 hour. Product: C(=O)(O)C1=CC=CC2=C1CCC1=C(S2)C(=CC=C1)O (9-carboxy-4-hydroxy-10,11-dihydrodibenzo[b,f]thiepin). RXN SMILES: [C:1]([C:3]1[C:8]2[CH2:9][C:10](=NN)[C:11]3[CH:17]=[CH:16]C=C(F)[C:12]=3[S:13][C:7]=2[CH:6]=[CH:5][CH:4]=1)#N.[OH-:21].[Na+].[OH2:23].C(O)CO[CH2:27][CH2:28][OH:29]>>[C:1]([C:3]1[C:8]2[CH2:9][CH2:10][C:11]3[CH:17]=[CH:16][CH:27]=[C:28]([OH:29])[C:12]=3[S:13][C:7]=2[CH:6]=[CH:5][CH:4]=1)([OH:23])=[O:21] |f:1.2|. Procedure details: 500 mg of 9-cyano-4-fluoro-10,11-dihydrodibenzo[b,f]thiepin-11-one hydrazone was dissolved in 5 ml of diethylene glycol and to this mixture was added 500 mg of sodium hydroxide in 5 ml of diethylene glycol. The reaction mixture was heated with stirring at 180°-200° C. for 2 hours. After cooling, 30 ml of water was added to the mixture, which was extracted with benzene. The aqueous layer was acidified with conc. hydrochloric acid, extracted with ethyl acetate and the extract was washed with water...